Dataset: the Open Reaction Database (ORD), a public repository of structured organic reaction records. Task: describe an organic reaction: reactants, conditions, products, and yield Reactants: Brc1ccccn1, [Li]CCCC, C1CCOC1, CS(C)=O, CCOC(C)=O, CCN(C(C)C)C(C)C, CC(C)NC(C)C, O=Cc1ccccc1Cl, Cl, O=S(=O)=O, c1ccncc1. Yields the product O=C(c1ccccc1Cl)c1cccnc1Br. As a reaction SMILES: [Br:13][c:14]1[cH:15][cH:16][cH:17][cH:18][n:19]1.[CH2:1]([Li:2])[CH2:3][CH2:4][CH3:5].[CH2:49]1[O:50][CH2:51][CH2:52][CH2:53]1.[CH3:54][S:55]([CH3:56])=[O:57].[CH3:58][CH2:59][O:60][C:61](=[O:62])[CH3:63].[CH:29]([N:30]([CH2:31][CH3:32])[CH:33]([CH3:34])[CH3:35])([CH3:36])[CH3:37].[CH:6]([NH:7][CH:8]([CH3:9])[CH3:10])([CH3:11])[CH3:12].[Cl:20][c:21]1[c:22]([CH:23]=[O:24])[cH:25][cH:26][cH:27][cH:28]1.[ClH:48].[S:44](=[O:45])(=[O:46])=[O:47].[n:38]1[cH:39][cH:40][cH:41][cH:42][cH:43]1>>[Br:13][c:14]1[c:15]([C:23]([c:22]2[c:21]([Cl:20])[cH:28][cH:27][cH:26][cH:25]2)=[O:24])[cH:16][cH:17][cH:18][n:19]1. Reactants: NC1=CC=C(C=C1)C1=C(NC2=NC=CC=C21)C(=O)N (3-(4-aminophenyl)-1H-pyrrolo[2,3-b]pyridine-2-carboxamide), FC(C=1C=C(C=CC1)N=C=O)(F)F (3-trifluoromethylphenyl isocyanate). Yields the product solid, FC(C=1C=C(C=CC1)NC(NC1=CC=C(C=C1)C1=C(NC2=NC=CC=C21)C(=O)N)=O)(F)F (3-{4-[3-(3-trifluoromethylphenyl)ureido]phenyl}-1H-pyrrolo[2,3-b]pyridine-2-carboxamide). RXN SMILES: [NH2:1][C:2]1[CH:7]=[CH:6][C:5]([C:8]2[C:16]3[C:11](=[N:12][CH:13]=[CH:14][CH:15]=3)[NH:10][C:9]=2[C:17]([NH2:19])=[O:18])=[CH:4][CH:3]=1.[F:20][C:21]([F:32])([F:31])[C:22]1[CH:23]=[C:24]([N:28]=[C:29]=[O:30])[CH:25]=[CH:26][CH:27]=1>>[F:20][C:21]([F:31])([F:32])[C:22]1[CH:23]=[C:24]([NH:28][C:29](=[O:30])[NH:1][C:2]2[CH:3]=[CH:4][C:5]([C:8]3[C:16]4[C:11](=[N:12][CH:13]=[CH:14][CH:15]=4)[NH:10][C:9]=3[C:17]([NH2:19])=[O:18])=[CH:6][CH:7]=2)[CH:25]=[CH:26][CH:27]=1. Reported procedure: 56.5 mg of solid white 3-{4-[3-(3-trifluoromethylphenyl)ureido]phenyl}-1H-pyrrolo[2,3-b]pyridine-2-carboxamide are prepared as described in Example 7 starting with 3-(4-aminophenyl)-1H-pyrrolo[2,3-b]pyridine-2-carboxamide and 3-trifluoromethylphenyl isocyanate. Yield: 95.0%. Product: C1CCC2(CC1)OC[C@@H](O2)[C@@H]3[C@@H]([C@H]4[C@H](O3)OC5(O4)CCCCC5)O (2,3:5,6-di-O-cyclohexylidene-α-D-mannofuranose). The reactants are C1(CCCCC1)=O (cyclohexanone), O=C[C@@H](O)[C@@H](O)[C@H](O)[C@H](O)CO (D-mannose), cupric chloride. Run in ClCCl (dichloromethane). Conditions: time 9 hour. Reported procedure: To a mixed solution of 150 ml of cyclohexanone and 120 ml of dichloromethane were added 10.0 g of D-mannose and 125 mg of anhydrous cupric chloride, and the mixture was stirred for 9 hours under reflux in a warm-water bath at 63° to 65° C. The refluxing solvent was continuously dried with 20 g of molecular sieves 3A which was placed between the reaction vessel and cooling tube. The reaction solution was diluted with benzene, washed with aqueous sodium hydrogencarbonate and water, and dried over ... RXN SMILES: [C:1]1(=[O:7])[CH2:6][CH2:5][CH2:4][CH2:3][CH2:2]1.O=[CH:9][C@H:10]([C@H:12]([C@@H:14]([C@@H:16]([CH2:18][OH:19])[OH:17])[OH:15])[OH:13])[OH:11]>ClCCl>[CH2:4]1[CH2:5][CH2:6][C:1]2([O:11][C@@H:10]([C@H:12]3[O:13][C@@H:18]4[O:19][C:1]5([CH2:6][CH2:5][CH2:4][CH2:3][CH2:2]5)[O:17][C@H:16]4[C@H:14]3[OH:15])[CH2:9][O:7]2)[CH2:2][CH2:3]1. Yields the product CCOC(=N)CCCCc1csc(NC(=N)N)n1. Reaction SMILES: [CH3:17][CH2:18][OH:19].[CH:20]([Cl:21])([Cl:22])[Cl:23].[ClH:16].[NH:1]([C:2](=[NH:3])[NH2:4])[c:5]1[s:6][cH:7][c:8]([CH2:10][CH2:11][CH2:12][CH2:13][C:14]#[N:15])[n:9]1>>[NH:1]([C:2](=[NH:3])[NH2:4])[c:5]1[s:6][cH:7][c:8]([CH2:10][CH2:11][CH2:12][CH2:13][C:14](=[NH:15])[O:19][CH2:18][CH3:17])[n:9]1. Starting materials: CCO, ClC(Cl)Cl, Cl, N#CCCCCc1csc(NC(=N)N)n1.